From a dataset of the Open Reaction Database (ORD), a public repository of structured organic reaction records. describe an organic reaction: reactants, conditions, products, and yield Starting materials: O1CCN(CC1)CCCO (3-morpholinopropan-1-ol), [Na] (sodium), CO.C(Cl)Cl.CCOC(=O)C (MeOH CH2Cl2 EtOAc), FC1=C(C=C2C(=NC=NC2=C1)NC1=CC(=CC=C1)C)[N+](=O)[O-] (7-fluoro-4-[(3-methyl-phenyl)amino]-6-nitroquinazoline). Solvent: C1CCOC1 (THF), C(Cl)Cl.CCCCCC (CH2Cl2 hexane), CCOC(=O)C (EtOAc), CO (MeOH), C1CCOC1 (THF). Run at temperature 20 celsius, time 2 hour. Yields the product CC=1C=C(C=CC1)NC1=NC=NC2=CC(=C(C=C12)[N+](=O)[O-])OCCCN1CCOCC1 (4-[(3-methylphenyl)-amino]-7-[(3-morpholino)propyloxy]-6-nitroquinazoline). The yield is 87.4%. RXN SMILES: [O:1]1[CH2:6][CH2:5][N:4]([CH2:7][CH2:8][CH2:9][OH:10])[CH2:3][CH2:2]1.[Na].F[C:13]1[CH:22]=[C:21]2[C:16]([C:17]([NH:23][C:24]3[CH:29]=[CH:28][CH:27]=[C:26]([CH3:30])[CH:25]=3)=[N:18][CH:19]=[N:20]2)=[CH:15][C:14]=1[N+:31]([O-:33])=[O:32].CO.C(Cl)Cl.CCOC(C)=O>C1COCC1.C(Cl)Cl.CCCCCC.CCOC(C)=O.CO>[CH3:30][C:26]1[CH:25]=[C:24]([NH:23][C:17]2[C:16]3[C:21](=[CH:22][C:13]([O:10][CH2:9][CH2:8][CH2:7][N:4]4[CH2:5][CH2:6][O:1][CH2:2][CH2:3]4)=[C:14]([N+:31]([O-:33])=[O:32])[CH:15]=3)[N:20]=[CH:19][N:18]=2)[CH:29]=[CH:28][CH:27]=1 |f:3.4.5,7.8,^1:10|. Procedure details: To a solution of 3-morpholinopropan-1-ol (8.40 mmol, 1.22 g) in THF (40 mL) under N2 was added sodium metal (11.8 mmol, 0.27 g). The resulting suspension was stirred at 20° C. for 2 hours and then cannulated into a solution of 7-fluoro-4-[(3-methyl-phenyl)amino]-6-nitroquinazoline (0.70 g, 2.35 mmol) in THF (30 mL) under N2. The reaction procedure and workup above were followed to give after chromatography on silica gel eluting with MeOH/CH2Cl2/EtOAc (5:45:50) to MeOH/CH2C0.50/EtOAc (3:7:10) 4-[... Reactants: CC(=O)[O-], CC(=O)[O-], COc1ccc(CN(Cc2ccc(OC)cc2)c2ncc(-c3nc(N4CCOCC4)nc4c3CCN4)cn2)cc1, COC(=O)c1ccc(Br)cc1, CN(C)C=O, [K+], [K+], [K+], O, O=P([O-])([O-])[O-], [Pd+2]. The product is COC(=O)c1ccc(N2CCc3c(-c4cnc(N(Cc5ccc(OC)cc5)Cc5ccc(OC)cc5)nc4)nc(N4CCOCC4)nc32)cc1. As a reaction SMILES: [C:66]([O-:67])(=[O:68])[CH3:69].[C:71]([O-:72])(=[O:73])[CH3:74].[CH3:1][O:2][c:3]1[cH:4][cH:5][c:6]([CH2:7][N:8]([c:9]2[n:10][cH:11][c:12](-[c:15]3[c:16]4[c:17]([n:18][c:19]([N:21]5[CH2:22][CH2:23][O:24][CH2:25][CH2:26]5)[n:20]3)[NH:27][CH2:28][CH2:29]4)[cH:13][n:14]2)[CH2:30][c:31]2[cH:32][cH:33][c:34]([O:37][CH3:38])[cH:35][cH:36]2)[cH:39][cH:40]1.[CH3:41][O:42][C:43]([c:44]1[cH:45][cH:46][c:47]([Br:50])[cH:48][cH:49]1)=[O:51].[CH3:61][N:62]([CH3:63])[CH:64]=[O:65].[K+:57].[K+:58].[K+:59].[OH2:60].[P:52]([O-:53])([O-:54])([O-:55])=[O:56].[Pd+2:70]>>[CH3:1][O:2][c:3]1[cH:4][cH:5][c:6]([CH2:7][N:8]([c:9]2[n:10][cH:11][c:12](-[c:15]3[c:16]4[c:17]([n:18][c:19]([N:21]5[CH2:22][CH2:23][O:24][CH2:25][CH2:26]5)[n:20]3)[N:27]([c:47]3[cH:46][cH:45][c:44]([C:43]([O:42][CH3:41])=[O:51])[cH:49][cH:48]3)[CH2:28][CH2:29]4)[cH:13][n:14]2)[CH2:30][c:31]2[cH:32][cH:33][c:34]([O:37][CH3:38])[cH:35][cH:36]2)[cH:39][cH:40]1.